This data is from the Open Reaction Database (ORD), a public repository of structured organic reaction records. The task is: describe an organic reaction: reactants, conditions, products, and yield Starting materials: C(C)(=O)N[C@@H](CS)C(=O)O (N-acetyl-L-cysteine), CN1CCOCC1 (N-methylmorpholine), Cl (hydrochloric acid), N1N=NC2=C1C=CC=C2 (benzotriazole), CC1=CC=C(C(=O)Cl)C=C1 (4-methylbenzoyl chloride). Solvent: O1CCCC1 (tetrahydrofuran), O1CCCC1 (tetrahydrofuran). Reaction conditions: time 2 hour. Product: C(C)(=O)NC(C(=O)O)CSC(C1=CC=C(C=C1)C)=O (2-Acetylamino-3-(4-methyl-benzoylsulfanyl)-propionic acid). Isolated yield 59.6%. Reaction SMILES: N1C2C=CC=CC=2N=N1.[CH3:10][C:11]1[CH:19]=[CH:18][C:14]([C:15](Cl)=[O:16])=[CH:13][CH:12]=1.[C:20]([NH:23][C@H:24]([C:27]([OH:29])=[O:28])[CH2:25][SH:26])(=[O:22])[CH3:21].CN1CCOCC1.Cl>O1CCCC1>[C:20]([NH:23][CH:24]([CH2:25][S:26][C:15](=[O:16])[C:14]1[CH:18]=[CH:19][C:11]([CH3:10])=[CH:12][CH:13]=1)[C:27]([OH:29])=[O:28])(=[O:22])[CH3:21]. Procedure: To a solution of benzotriazole (9.91 g, 83.2 mmol) in tetrahydrofuran (80 mL) was added 4-methylbenzoyl chloride (5.0 mL, 37.8 mmol) (5 g, 95%). After 2 hours, the resulting slurry was filtered and the solid was rinsed with tetrahydrofuran (25 mL). The filtrates were combined and added to a solution of N-acetyl-L-cysteine (5.55 g, 34.0 mmol) and N-methylmorpholine (3.74 mL, 34.0 mmol) in tetrahydrofuran (50 mL) at 0° C. The resulting mixture was allowed to warm to ambient temperature over 16 hou... The reactants are CC1=C(CC=2C=CC(=C(C=O)C2)OCOC)C(=CC(=C1)O[Si](C(C)C)(C(C)C)C(C)C)C (5-(2,6-dimethyl-4-triisopropylsilanyloxybenzyl)-2-methoxymethoxy-benzaldehyde), CC1=C(CC=2C=CC(=C(C=O)C2)OCOC)C(=CC(=C1)O[Si](C(C)C)(C(C)C)C(C)C)C (5-(2,6-dimethyl-4-triisopropylsilanyloxybenzyl)-2-methoxymethoxy-benzaldehyde), C1=CC(=CC(=C1)Cl)C(=O)OO (mCPBA), C([O-])(O)=O.[Na+] (sodium bicarbonate). Run in ClCCl (dichloromethane), ClCCl (dichloromethane). Reaction conditions: time 8 hour. Yields the product CC1=C(CC=2C=CC(=C(C2)O)OCOC)C(=CC(=C1)O[Si](C(C)C)(C(C)C)C(C)C)C (5-(2,6-dimethyl-4-triisopropylsilanyloxybenzyl)-2-methoxymethoxy-phenol). The yield is 42.1%. RXN SMILES: [CH3:1][C:2]1[CH:20]=[C:19]([O:21][Si:22]([CH:29]([CH3:31])[CH3:30])([CH:26]([CH3:28])[CH3:27])[CH:23]([CH3:25])[CH3:24])[CH:18]=[C:17]([CH3:32])[C:3]=1[CH2:4][C:5]1[CH:6]=[CH:7][C:8]([O:13][CH2:14][O:15][CH3:16])=[C:9]([CH:12]=1)C=O.C1C=C(Cl)C=C(C(OO)=[O:41])C=1.C(=O)(O)[O-].[Na+]>ClCCl>[CH3:32][C:17]1[CH:18]=[C:19]([O:21][Si:22]([CH:29]([CH3:31])[CH3:30])([CH:23]([CH3:25])[CH3:24])[CH:26]([CH3:27])[CH3:28])[CH:20]=[C:2]([CH3:1])[C:3]=1[CH2:4][C:5]1[CH:6]=[CH:7][C:8]([O:13][CH2:14][O:15][CH3:16])=[C:9]([OH:41])[CH:12]=1 |f:2.3|. Procedure details: To 5-(2,6-dimethyl-4-triisopropylsilanyloxybenzyl)-2-methoxymethoxy-benzaldehyde (compound 15, step e; 0.460 g, 1.01 mmol) in dichloromethane 30 mL was add mCPBA (0.870 g, 2.52 mmol) and saturated sodium bicarbonate solution (2 mL). After stirring at rt overnight, the reaction mixture was poured into dichloromethane 50 mL and washed 3× with 10 mL of saturated aqueous sodium bicarbonate. The dichloromethane was dried over sodium sulfate, filtered and concentrated under reduced pressure. The resul... As a reaction SMILES: [OH:1][CH:2]([CH2:21]O)[CH2:3][CH2:4][CH2:5][CH2:6][CH2:7][N:8]1[C:19](=[O:20])[C:18]2[N:16]([CH3:17])[CH:15]=[N:14][C:13]=2[N:11]([CH3:12])[C:9]1=[O:10].[BrH:23].O.C(=O)(O)[O-].[Na+].[C:30]([OH:33])(=O)[CH3:31]>>[C:30]([O:1][CH:2]([CH2:21][Br:23])[CH2:3][CH2:4][CH2:5][CH2:6][CH2:7][N:8]1[C:19](=[O:20])[C:18]2[N:16]([CH3:17])[CH:15]=[N:14][C:13]=2[N:11]([CH3:12])[C:9]1=[O:10])(=[O:33])[CH3:31] |f:3.4|. Reported procedure: 1-(6,7-Dihydroxyheptyl)-theobromine (4.00 g, 12.9 mmol) was stirred with hydrogen bromide (12.53 g of a 30% solution in acetic acid, 38.7 mmol) for 2 hours. The mixture was then added over 10 minutes to water (50 mL), ice (50 g) and sodium bicarbonate (30 g) and stirred for 30 minutes. The reaction mixture was extracted with dichloromethane (3×100 mL). A combined organic phase was dried over magnesium sulfate and the solvent was evaporated to obtain a residue (4.90 g, 91% yield) of 1-(6-acetoxy-... Run at time 30 minute. Yields the product C(C)(=O)OC(CCCCCN1C(=O)N(C=2N=CN(C2C1=O)C)C)CBr (1-(6-acetoxy-7-bromoheptyl)-3,7-dimethylxanthine). Reactants: O (water), ice, C([O-])(O)=O.[Na+] (sodium bicarbonate), OC(CCCCCN1C(=O)N(C)C=2N=CN(C)C2C1=O)CO (1-(6,7-Dihydroxyheptyl)-theobromine), Br (hydrogen bromide), solution, C(C)(=O)O (acetic acid). Isolated yield 91.0%. Starting materials: C1(CCCCC1)CCCC(=O)Cl (4-cyclohexylbutyryl chloride), OC1=CC(OC2=CC=CC=C12)=O (4-hydroxycoumarin). Yields the product C1(CCCCC1)CCCCC=1C(OC2=C(C1O)C=CC=C2)=O (3-(4-Cyclohexylbutyl)-4-hydroxy-2H-1-benzopyran-2-one). As a reaction SMILES: [CH:1]1([CH2:7][CH2:8][CH2:9][C:10](Cl)=O)[CH2:6][CH2:5][CH2:4][CH2:3][CH2:2]1.[OH:13][C:14]1[C:23]2[C:18](=[CH:19][CH:20]=[CH:21][CH:22]=2)[O:17][C:16](=[O:24])[CH:15]=1>>[CH:1]1([CH2:7][CH2:8][CH2:9][CH2:10][C:15]2[C:16](=[O:24])[O:17][C:18]3[CH:19]=[CH:20][CH:21]=[CH:22][C:23]=3[C:14]=2[OH:13])[CH2:6][CH2:5][CH2:4][CH2:3][CH2:2]1. Procedure: The title compound was prepared from 4-cyclohexylbutyryl chloride and 4-hydroxycoumarin following the same procedure used in Example 13, m.p. 160°-161° C.; NMR (CDCl3) δ0.82 (m, 2H), 1.15 (m, 5H), 1.38 (m, 2H), 1.51-1.66 (m, 8H), 2.62 (t, 2H), 7.21 (bs, 1H), 7.26-7.34 (m, 2H), 7.53 (m, 1H), 7.87 (dd, 1H). Starting materials: C(C)(=O)O[BH-](OC(C)=O)OC(C)=O.[Na+] (sodium triacetoxyborohydride), C(C)(=O)O (acetic acid), C(C1=CC=CC=C1)NC=1C(=C(C=CC1)NS(=O)(=O)C)C (N-[3-(benzylamino)-2-methylphenyl]methanesulfonamide), [N+](=O)([O-])C1=CC=C(C=O)C=C1 (4-nitrobenzaldehyde), C(=O)(O)[O-].[Na+] (NaHCO3). The solvent is ClC(C)Cl (dichloroethane), CC#N (CH3CN). Run at time 4 hour. The product is C(C1=CC=CC=C1)N(C=1C(=C(C=CC1)NS(=O)(=O)C)C)CC1=CC=C(C=C1)[N+](=O)[O-] (N-{3-[benzyl(4-nitrobenzyl)amino]-2-methylphenyl}methanesulfonamide). Yield: 5.0%. RXN SMILES: C(O)(=O)C.[CH2:5]([NH:12][C:13]1[C:14]([CH3:24])=[C:15]([NH:19][S:20]([CH3:23])(=[O:22])=[O:21])[CH:16]=[CH:17][CH:18]=1)[C:6]1[CH:11]=[CH:10][CH:9]=[CH:8][CH:7]=1.[N+:25]([C:28]1[CH:35]=[CH:34][C:31]([CH:32]=O)=[CH:30][CH:29]=1)([O-:27])=[O:26].C(O[BH-](OC(=O)C)OC(=O)C)(=O)C.[Na+].C([O-])(O)=O.[Na+]>ClC(Cl)C.CC#N>[CH2:5]([N:12]([CH2:32][C:31]1[CH:34]=[CH:35][C:28]([N+:25]([O-:27])=[O:26])=[CH:29][CH:30]=1)[C:13]1[C:14]([CH3:24])=[C:15]([NH:19][S:20]([CH3:23])(=[O:22])=[O:21])[CH:16]=[CH:17][CH:18]=1)[C:6]1[CH:7]=[CH:8][CH:9]=[CH:10][CH:11]=1 |f:3.4,5.6|. Procedure details: Glacial acetic acid (0.37 mL, 6.4 mmoles) was added to a solution of Example 8A (0.46 g, 1.6 mmoles) and 4-nitrobenzaldehyde (0.48 g, 3.2 mmoles) in dichloroethane (3.2 mL) and CH3CN (4.0 mL). The reaction was stirred for 4 hours at room temperature and was treated with sodium triacetoxyborohydride (0.68 g, 3.2 mmoles). The reaction mixture was stirred overnight at room temperature. The mixture was poured into saturated aqueous NaHCO3 (150 mL) and extracted with diethyl ether (150 mL). The organ...